Dataset: the Open Reaction Database (ORD), a public repository of structured organic reaction records. Task: describe an organic reaction: reactants, conditions, products, and yield Starting materials: C(C)(C)(C)OC(=O)N1CC2CN(CC2C1)C(C1=CC=C(C=C1)Br)=O (5-(4-Bromo-benzoyl)-hexahydro-pyrrolo[3,4-c]pyrrole-2-carboxylic acid tert-butyl ester). Run in Cl.C(C)(C)O (HCl Isopropanol). Run at time 2 hour. The product is BrC1=CC=C(C=C1)C(=O)N1CC2CNCC2C1 ((4-bromo-phenyl)-(hexahydro-pyrrolo[3,4-c]pyrrol-2-yl)-methanone). The yield is 109.7%. As a reaction SMILES: C(OC([N:8]1[CH2:15][CH:14]2[CH:10]([CH2:11][N:12]([C:16](=[O:24])[C:17]3[CH:22]=[CH:21][C:20]([Br:23])=[CH:19][CH:18]=3)[CH2:13]2)[CH2:9]1)=O)(C)(C)C>Cl.C(O)(C)C>[Br:23][C:20]1[CH:19]=[CH:18][C:17]([C:16]([N:12]2[CH2:11][CH:10]3[CH:14]([CH2:15][NH:8][CH2:9]3)[CH2:13]2)=[O:24])=[CH:22][CH:21]=1 |f:1.2|. Reported procedure: 1.2 5-(4-Bromo-benzoyl)-hexahydro-pyrrolo[3,4-c]pyrrole-2-carboxylic acid tert-butyl ester (1.1 g; 2.78 mmol) is dissolved in 15 ml of HCl/Isopropanol (5-6N) and then stirred at RT for 2 hrs. The reaction mixture is reduced to dryness under vacuo to yield 0.90 g (97.5%) (4-bromo-phenyl)-(hexahydro-pyrrolo[3,4-c]pyrrol-2-yl)-methanone 2.